From a dataset of the Open Reaction Database (ORD), a public repository of structured organic reaction records. describe an organic reaction: reactants, conditions, products, and yield Starting materials: N=1N(N=C2C1C=CC=C2)C[C@@H]2C[C@@H](CC2)N ((3S,1R)-3-(2H-benzo[d][1,2,3]triazol-2-ylmethyl)cyclopentylamine), C(=O)(C(F)(F)F)O (TFA), intermediate, Intermediate 17, C([O-])([O-])=O.[K+].[K+] (potassium carbonate), [Na+].[I-] (NaI). Solvent: C1CCOC1 (THF). The product is FC(C(=O)O)(F)F.N=1N(N=C2C1C=CC=C2)C[C@@H]2C[C@@H](CC2)N ((3S,1R)-3-(2H-Benzo[d][1,2,3]triazol-2-ylmethyl)cyclopentylamine trifluoroacetate). RXN SMILES: [N:1]1[N:2]([CH2:10][C@H:11]2[CH2:15][CH2:14][C@@H:13]([NH2:16])[CH2:12]2)[N:3]=[C:4]2[CH:9]=[CH:8][CH:7]=[CH:6][C:5]=12.[C:17]([OH:23])([C:19]([F:22])([F:21])[F:20])=[O:18].C(=O)([O-])[O-].[K+].[K+].[Na+].[I-]>C1COCC1>[F:20][C:19]([F:22])([F:21])[C:17]([OH:23])=[O:18].[N:1]1[N:2]([CH2:10][C@H:11]2[CH2:15][CH2:14][C@@H:13]([NH2:16])[CH2:12]2)[N:3]=[C:4]2[CH:9]=[CH:8][CH:7]=[CH:6][C:5]=12 |f:2.3.4,5.6,8.9|. Reported procedure: Deprotection of N1-BOC-[(3S,1R)-3-(2H-benzo[d][1,2,3]triazol-2-ylmethyl)cyclopentylamine (420 mg, 1.33 mmol), the more polar isomer obtained from Example 70, Step 1 using TFA (2 ml) in dry dichloromethane (2 ml) as described in Example 1, Step 2 gave 438 mg (100%) of the amine as its TFA salt, which was used as such for the next step. Step 2: Coupling reaction of Step 1 intermediate (438 mg, 1.33 mmol) with Intermediate 17 (160 mg, 0.93 mmol) in the presence of potassium carbonate (735 mg, 5.32 ... The reactants are C(C#C)Cl (Propargyl chloride), C(C)O[SiH](OCC)OCC (Triethoxysilane). Reagents/catalysts: C(=C)[Si](O[Si](C)(C)C=C)(C)C.[Pt] (Platinum (0)-1,3-divinyl-1,1,3,3-tetramethyldisiloxane). Conditions: time 1 hour. Yields the product ClCC=C[Si](OCC)(OCC)OCC (3-chloropropenyltriethoxysilane). Reaction SMILES: [CH2:1]([Cl:4])[C:2]#[CH:3].[CH2:5]([O:7][SiH:8]([O:12][CH2:13][CH3:14])[O:9][CH2:10][CH3:11])[CH3:6]>C([Si](C)(C)O[Si](C=C)(C)C)=C.[Pt]>[Cl:4][CH2:1][CH:2]=[CH:3][Si:8]([O:12][CH2:13][CH3:14])([O:9][CH2:10][CH3:11])[O:7][CH2:5][CH3:6] |f:2.3|. Procedure details: A 250 ml 3-neck round-bottom flask was equipped with a reflux condenser, addition funnel and stir bar. Propargyl chloride (50 g, 0.671 mol) and 0.15 g of Platinum (0)-1,3-divinyl-1,1,3,3-tetramethyldisiloxane complex (3% Weight in xylenes) were added to the flask. Triethoxysilane (115.6 g, 0.705 mol) was added dropwise from the addition funnel to the reaction mixture. The flask quickly became warm. After the completion of addition, the flask was kept at 100° C. for one hour. The final product 10...